Task: describe an organic reaction: reactants, conditions, products, and yield. Dataset: the Open Reaction Database (ORD), a public repository of structured organic reaction records Starting materials: CC(C=CC1=C(C)CCCC1(C)C)=CC=CC(C)=CCO, CCN(C(C)C)C(C)C, [Na+], O=C([O-])O, NP([O-])[O-]. The product is CC(C=CC1=C(C)CCCC1(C)C)=CC=CC(C)=CC(=O)O. As a reaction SMILES: [CH3:1][C:2]([CH:3]=[CH:4][CH:5]=[C:6]([CH3:7])[CH:8]=[CH:9][C:10]1=[C:11]([CH3:12])[CH2:13][CH2:14][CH2:15][C:16]1([CH3:17])[CH3:18])=[CH:19][CH2:20][OH:21].[CH:22]([N:23]([CH:24]([CH3:25])[CH3:26])[CH2:27][CH3:28])([CH3:29])[CH3:30].[Na+:39].[O-:35][C:36]([OH:37])=[O:38].[P:31]([O-:32])([NH2:33])[O-:34]>>[CH3:1][C:2]([CH:3]=[CH:4][CH:5]=[C:6]([CH3:7])[CH:8]=[CH:9][C:10]1=[C:11]([CH3:12])[CH2:13][CH2:14][CH2:15][C:16]1([CH3:17])[CH3:18])=[CH:19][C:20]([OH:21])=[O:32]. Starting materials: ClC1=C2C=CC=NC2=C(C(=C1)N)O (5-Chloro-7-amino-8-hydroxyquinoline), [H-].[Na+] (sodium hydride), CN(C)C=O (DMF), CI (methyl iodide). Solvent: O (Water). Reaction conditions: time 1 hour. Yields the product ClC=1C=2C=CC=NC2C2=C(C1)N(C(O2)=O)C (5-Chloro-3-methyl-2-oxo-3H-oxazolo[4,5-h]quinoline). The yield is 45.0%. Reaction SMILES: [Cl:1][C:2]1[CH:11]=[C:10]([NH2:12])[C:9]([OH:13])=[C:8]2[C:3]=1[CH:4]=[CH:5][CH:6]=[N:7]2.[H-].[Na+].CN([CH:19]=[O:20])C.[CH3:21]I>O>[Cl:1][C:2]1[C:3]2[CH:4]=[CH:5][CH:6]=[N:7][C:8]=2[C:9]2[O:13][C:19](=[O:20])[N:12]([CH3:21])[C:10]=2[CH:11]=1 |f:1.2|. Reported procedure: To a solution of 5-Chloro-7-amino-8-hydroxyquinoline (3.0 g, 13.6 mmol), degreased sodium hydride (1.0 g, 50% in oil) and DMF at 60° C. was added methyl iodide. The reaction was stirred for 1 hour. Water was added and the mixture was extracted with chloroform (3×). The organic extracts were combined and concentrated. The remaining solid was crystallized from ethanol to give 1.4 g (45% yield) of product. M.P. 219°-221° C. The reactants are C(C)(C)(C)OC(=O)NCCOC1=CC=C(C=C1)CC(C(=O)OC)O (methyl 3-[4-(2-t-butoxycarbonylaminoethoxy)phenyl]-2-hydroxypropionate), CCOC(=O)/N=N/C(=O)OCC (diethylazodicarboxylate), OC=1C=NC=CC1 (3-hydroxypyridine), C1(=CC=CC=C1)P(C1=CC=CC=C1)C1=CC=CC=C1 (triphenylphosphine). Run in C1(=CC=CC=C1)C (toluene). Product: C(C)(C)(C)OC(=O)NCCOC1=CC=C(C=C1)CC(C(=O)OC)OC=1C=NC=CC1 (Methyl 3-[4-(2-t-butoxycarbonylaminoethoxy)phenyl]-2-(pyridine-3-yloxy)propionate). The yield is 69.6%. As a reaction SMILES: [C:1]([O:5][C:6]([NH:8][CH2:9][CH2:10][O:11][C:12]1[CH:17]=[CH:16][C:15]([CH2:18][CH:19]([OH:24])[C:20]([O:22][CH3:23])=[O:21])=[CH:14][CH:13]=1)=[O:7])([CH3:4])([CH3:3])[CH3:2].O[C:26]1[CH:27]=[N:28][CH:29]=[CH:30][CH:31]=1.C1(P(C2C=CC=CC=2)C2C=CC=CC=2)C=CC=CC=1.CCOC(/N=N/C(OCC)=O)=O>C1(C)C=CC=CC=1>[C:1]([O:5][C:6]([NH:8][CH2:9][CH2:10][O:11][C:12]1[CH:13]=[CH:14][C:15]([CH2:18][CH:19]([O:24][C:26]2[CH:27]=[N:28][CH:29]=[CH:30][CH:31]=2)[C:20]([O:22][CH3:23])=[O:21])=[CH:16][CH:17]=1)=[O:7])([CH3:3])([CH3:4])[CH3:2]. Procedure details: In a similar manner to that described in Example 122, a reaction was carried out using methyl 3-[4-(2-t-butoxycarbonylaminoethoxy)phenyl]-2-hydroxypropionate (404 mg), which is obtained in a similar manner to that described in Reference example 39(a), 3-hydroxypyridine (227 mg), triphenylphosphine (938 mg) and solution of diethylazodicarboxylate in toluene (40%, 0.65 ml) and the reaction mixture was treated to afford the desired compound (345 mg) as a colorless oil. Starting materials: O (Water), CC(C)([O-])C.[Na+] (Sodium tert-butoxide), C(#N)C1=CC=C(C=C1)C(NC(=O)NC1=CC(=CC=C1)C(F)(F)F)C1=C(CC(CC1=O)C1=CC(=C(C(=C1)OC)OC)OC)OCC (1-((4-cyanophenyl)-(2-ethoxy-6-oxo-4-(3,4,5-trimethoxyphenyl)cyclohex-1-enyl)methyl)-3-(3-(trifluoromethyl)phenyl)urea), C(#N)C1=CC=C(C=C1)C(NC(=O)NC1=CC(=CC=C1)C(F)(F)F)C1=C(CC(CC1=O)C1=CC(=C(C(=C1)OC)OC)OC)OCC (1-((4-cyanophenyl)-(2-ethoxy-6-oxo-4-(3,4,5-trimethoxyphenyl)cyclohex-1-enyl)methyl)-3-(3-(trifluoromethyl)phenyl)urea). The solvent is C(C)#N (acetonitrile). Reaction conditions: time 2 hour. The product is O=C1N(C=2CC(CC(C2C(N1)C1=CC=C(C#N)C=C1)=O)C1=CC(=C(C(=C1)OC)OC)OC)C1=CC(=CC=C1)C(F)(F)F (4-(2,5-Dioxo-1-(3-(trifluoromethyl)phenyl)-7-(3,4,5-trimethoxyphenyl)-1,2,3,4,5,6,7,8-octahydroquinazolin-4-yl)benzonitrile). As a reaction SMILES: CC(C)([O-])C.[Na+].[C:7]([C:9]1[CH:14]=[CH:13][C:12]([CH:15]([C:30]2[C:35](=O)[CH2:34][CH:33]([C:37]3[CH:42]=[C:41]([O:43][CH3:44])[C:40]([O:45][CH3:46])=[C:39]([O:47][CH3:48])[CH:38]=3)[CH2:32][C:31]=2[O:49]CC)[NH:16][C:17]([NH:19][C:20]2[CH:25]=[CH:24][CH:23]=[C:22]([C:26]([F:29])([F:28])[F:27])[CH:21]=2)=[O:18])=[CH:11][CH:10]=1)#[N:8].O>C(#N)C>[O:18]=[C:17]1[NH:16][CH:15]([C:12]2[CH:11]=[CH:10][C:9]([C:7]#[N:8])=[CH:14][CH:13]=2)[C:30]2[C:31](=[O:49])[CH2:32][CH:33]([C:37]3[CH:38]=[C:39]([O:47][CH3:48])[C:40]([O:45][CH3:46])=[C:41]([O:43][CH3:44])[CH:42]=3)[CH2:34][C:35]=2[N:19]1[C:20]1[CH:25]=[CH:24][CH:23]=[C:22]([C:26]([F:27])([F:28])[F:29])[CH:21]=1 |f:0.1|. Reported procedure: Sodium tert-butoxide (126 mg, 1.32 mmol) is added to a solution of 1-((4-cyanophenyl)-(2-ethoxy-6-oxo-4-(3,4,5-trimethoxyphenyl)cyclohex-1-enyl)methyl)-3-(3-(trifluoromethyl)phenyl)urea (intermediate 19, 684 mg, 1.10 mmol) in acetonitrile (8 mL) and the mixture is stirred at room temperature for 2 h. Water is added and the mixture is extracted with ethyl acetate. The organic layer is dried over Na2SO4 and concentrated under reduced pressure. The residue is purified by reversed phase HPLC (Waters... The reactants are C(C)(=O)OC1C(C(CC1N1C(=NC2=C1C=C(C(=C2)Cl)Cl)Br)COC(C)=O)OC(C)=O (3-(Acetoxymethyl)-5-(2-bromo-5,6-dichloro-1H-benzimidazol-1-yl)-1,2-cyclopentanediyl diacetate), O.NN (Hydrazine hydrate). The solvent is C(C)O (ethanol). Reaction conditions: time 30 minute. Yields the product ClC1=CC2=C(N(C(=N2)N)C2CC(C(C2O)O)CO)C=C1Cl (5-(5,6-Dichloro-2-amino-1H-benzimidazol-1-yl)-3-(hydroxymethyl)-1,2-cyclopentanediol). The yield is 20.3%. Reaction SMILES: C([O:4][CH:5]1[CH:9]([N:10]2[C:14]3[CH:15]=[C:16]([Cl:20])[C:17]([Cl:19])=[CH:18][C:13]=3[N:12]=[C:11]2Br)[CH2:8][CH:7]([CH2:22][O:23]C(=O)C)[CH:6]1[O:27]C(=O)C)(=O)C.O.[NH2:32]N>C(O)C>[Cl:19][C:17]1[C:16]([Cl:20])=[CH:15][C:14]2[N:10]([CH:9]3[CH:5]([OH:4])[CH:6]([OH:27])[CH:7]([CH2:22][OH:23])[CH2:8]3)[C:11]([NH2:32])=[N:12][C:13]=2[CH:18]=1 |f:1.2|. Procedure details: (±)(1R*, 2S*, 3S*, 5S*)-3-(Acetoxymethyl)-5-(2-bromo-5,6-dichloro-1H-benzimidazol-1-yl)-1,2-cyclopentanediyl diacetate (750 mg, 1.44 mmol) was dissolved in ethanol (10 mL). Hydrazine hydrate (55%, 0.41 mL, 7.2 mmol) was added and the solution was refluxed for 2 hours. Volatiles were evaporated and the residual white solid was resolidified from ethanol-water and stirred with Raney nickel (preequilibrated under hydrogen) in methoxyethanol (20 mL) for 30 minutes. Catalyst was filtered off and the f... Reactants: C#Cc1cccc(Cl)c1, Cc1nc(I)c(C)n1-c1cnn(C)c(=O)c1. Product: Cc1nc(C#Cc2cccc(Cl)c2)c(C)n1-c1cnn(C)c(=O)c1. As a reaction SMILES: [Cl:17][c:18]1[cH:19][c:20]([C:24]#[CH:25])[cH:21][cH:22][cH:23]1.[I:1][c:2]1[n:3][c:4]([CH3:16])[n:5](-[c:8]2[cH:9][c:10](=[O:15])[n:11]([CH3:14])[n:12][cH:13]2)[c:6]1[CH3:7]>>[c:2]1([C:25]#[C:24][c:20]2[cH:19][c:18]([Cl:17])[cH:23][cH:22][cH:21]2)[n:3][c:4]([CH3:16])[n:5](-[c:8]2[cH:9][c:10](=[O:15])[n:11]([CH3:14])[n:12][cH:13]2)[c:6]1[CH3:7].